This data is from the Open Reaction Database (ORD), a public repository of structured organic reaction records. The task is: describe an organic reaction: reactants, conditions, products, and yield The reactants are C1(CC1)CN(C1=C(C=O)C=C(C=C1)C(F)(F)F)CCC (2-(cyclopropylmethyl-propyl-amino)-5-trifluoromethyl-benzaldehyde), Cl.NO (hydroxylamine hydrochloride), C(C)(=O)[O-].[Na+] (sodium acetate). Solvent: C(C)O (ethanol). Conditions: time 8 hour. Yields the product C1(CC1)CN(C1=C(C=NO)C=C(C=C1)C(F)(F)F)CCC (2-(cyclopropylmethyl-propyl-amino)-5-trifluoromethyl-benzaldehyde oxime). Yield: 80.8%. RXN SMILES: [CH:1]1([CH2:4][N:5]([CH2:18][CH2:19][CH3:20])[C:6]2[CH:13]=[CH:12][C:11]([C:14]([F:17])([F:16])[F:15])=[CH:10][C:7]=2[CH:8]=O)[CH2:3][CH2:2]1.Cl.[NH2:22][OH:23].C([O-])(=O)C.[Na+]>C(O)C>[CH:1]1([CH2:4][N:5]([CH2:18][CH2:19][CH3:20])[C:6]2[CH:13]=[CH:12][C:11]([C:14]([F:17])([F:16])[F:15])=[CH:10][C:7]=2[CH:8]=[N:22][OH:23])[CH2:3][CH2:2]1 |f:1.2,3.4|. Procedure details: To ethanol (30 ml) are added 2-(cyclopropylmethyl-propyl-amino)-5-trifluoromethyl-benzaldehyde (6.8 g), hydroxylamine hydrochloride (1.66 g) and sodium acetate (1.95 g) and the mixture is stirred at room temperature overnight. Ethanol is removed by evaporating under reduced pressure and thereto is added chloroform and water, and the mixture is separated. The organic layer is washed with a saturated brine, dried over magnesium sulfate, and concentrated under reduced pressure. The resulting residu... Reactants: [Cl-].[NH4+] (ammonium chloride), C(C)(C)C=1N=C(SC1)CCC1=CC=2N(C(C(=CN2)C(=O)OC)=O)C=C1 (methyl 8-[2-(4-isopropyl-1,3-thiazol-2-yl)ethyl]-4-oxo-4H-pyrido[1,2-a]-pyrimidin-3-carboxylate), C(C)(C)C=1N=C(SC1)CCC1=CC=2N(C(C(=CN2)C(=O)OC)=O)C=C1 (Methyl 8-[2-(4-isopropyl-1,3-thiazol-2-yl)ethyl]-4-oxo-4H-pyrido[1,2-a]-pyrimidine-3-carboxylate), Cl (hydrochloric acid), [H-].C(C)(C)[Al+]C(C)C (diisopropylaluminum hydride). The solvent is O1CCCC1 (tetrahydrofuran). Conditions: time 2 hour. Yields the product C(C)(C)C=1N=C(SC1)CCC1=CC=2N(C(C(=CN2)C=O)=O)C=C1 (8-[2-(4-Isopropyl-1,3-thiazol-2-yl)ethyl]-4-oxo-4H-pyrido[1,2-a]pyrimidine-3-carbaldehyde). Yield: 64.5%. Reaction SMILES: [CH:1]([C:4]1[N:5]=[C:6]([CH2:9][CH2:10][C:11]2[CH:25]=[CH:24][N:14]3[C:15](=[O:23])[C:16]([C:19](OC)=[O:20])=[CH:17][N:18]=[C:13]3[CH:12]=2)[S:7][CH:8]=1)([CH3:3])[CH3:2].[H-].C([Al+]C(C)C)(C)C.[Cl-].[NH4+].Cl>O1CCCC1>[CH:1]([C:4]1[N:5]=[C:6]([CH2:9][CH2:10][C:11]2[CH:25]=[CH:24][N:14]3[C:15](=[O:23])[C:16]([CH:19]=[O:20])=[CH:17][N:18]=[C:13]3[CH:12]=2)[S:7][CH:8]=1)([CH3:3])[CH3:2] |f:1.2,3.4|. Procedure details: The methyl 8-[2-(4-isopropyl-1,3-thiazol-2-yl)ethyl]-4-oxo-4H-pyrido[1,2-a]-pyrimidin-3-carboxylate (660 mg) obtained in (A) was dissolved in tetrahydrofuran (30 ml), added dropwise with diisopropylaluminum hydride (1 M solution in tetrahydrofuran, 9.2 ml) at −78° C., and then the mixture was stirred for 2 hours at the same temperature. The reaction mixture was added with saturated aqueous ammonium chloride (1 ml), then added with 12% aqueous hydrochloric acid, and stirred at room temperature fo... Reactants: powder, C(C)(C)(C)OC(CN(C(CNC(=O)NC=1C=C(C=CC1)C)=O)C1=C(C=CC=C1)C(=O)C1CCN(CC1)C(=O)OCC1=CC=CC=C1)=O (tert-Butyl((2-(N-(benzyloxycarbonyl)piperidine-4-carbonyl)phenyl)-(2-(3-tolylureido)acetyl)amino)acetate), compound. The reagents and catalysts are [Pd] (palladium). Run at time 24 hour. The product is C(C)(C)(C)OC(CN(C(CNC(=O)NC=1C=C(C=CC1)C)=O)C1=C(C=CC=C1)C(=O)C1CCNCC1)=O (tert-Butyl((2-(piperidine-4-carbonyl)phenyl)-(2-(3-m-tolylureido)acetyl)-amino)acetate). Isolated yield 79.0%. As a reaction SMILES: [C:1]([O:5][C:6](=[O:47])[CH2:7][N:8]([C:23]1[CH:28]=[CH:27][CH:26]=[CH:25][C:24]=1[C:29]([CH:31]1[CH2:36][CH2:35][N:34](C(OCC2C=CC=CC=2)=O)[CH2:33][CH2:32]1)=[O:30])[C:9](=[O:22])[CH2:10][NH:11][C:12]([NH:14][C:15]1[CH:16]=[C:17]([CH3:21])[CH:18]=[CH:19][CH:20]=1)=[O:13])([CH3:4])([CH3:3])[CH3:2]>[Pd]>[C:1]([O:5][C:6](=[O:47])[CH2:7][N:8]([C:23]1[CH:28]=[CH:27][CH:26]=[CH:25][C:24]=1[C:29]([CH:31]1[CH2:32][CH2:33][NH:34][CH2:35][CH2:36]1)=[O:30])[C:9](=[O:22])[CH2:10][NH:11][C:12]([NH:14][C:15]1[CH:16]=[C:17]([CH3:21])[CH:18]=[CH:19][CH:20]=1)=[O:13])([CH3:4])([CH3:2])[CH3:3]. Reported procedure: tert-Butyl((2-(N-(benzyloxycarbonyl)piperidine-4-carbonyl)phenyl)-(2-(3-tolylureido)acetyl)amino)acetate and the compound 26 g (9.7 mg, 0.015 mmol) are dissolved in ethano. To the solution is added palladium hydrooxidecarbon powder (2 mg) and stirred under a hydrogen atmosphere (1 atm) at room temperature for 24 hours. The reaction solution is filtered and the filtrate is concentrated under reduced pressure. The residue is purified by silica gel column chromatography to obtain the objective comp... Starting materials: C1(CCC2=CC=CC3=CC=CC1=C23)=O (2,3-dihydro-phenalen-1-one), Cl.NO (hydroxylamine hydrochloride), C(C)(=O)[O-].[Na+] (sodium acetate), CO (MeOH). Run in O (water), O (water), O (water). The product is C1(CCC2=CC=CC3=CC=CC1=C23)N ((RS)-2,3-dihydro-1H-phenalen-1-yl-amine). Yield: 71.6%. As a reaction SMILES: [C:1]1(=O)[C:12]2=[C:13]3[C:8](=[CH:9][CH:10]=[CH:11]2)[CH:7]=[CH:6][CH:5]=[C:4]3[CH2:3][CH2:2]1.Cl.[NH2:16]O.CO.C([O-])(=O)C.[Na+]>O>[CH:1]1([NH2:16])[C:12]2=[C:13]3[C:8](=[CH:9][CH:10]=[CH:11]2)[CH:7]=[CH:6][CH:5]=[C:4]3[CH2:3][CH2:2]1 |f:1.2,4.5|. Procedure details: To a stirred mixture of 2,3-dihydro-phenalen-1-one (1.32 g, 7.24 mmol), hydroxylamine hydrochloride (0.85 g, 12.2 mmol) and water (6 ml) was added dropwise at 75° C. MeOH (7.5 ml) and afterwards a solution of sodium acetate (2.58 g, 19.0 mmol) in water (4 ml). Stirring was continued over a period of 1.5, h, water (20 ml) was added and after cooling (ice bath) the solid was collected by filtration. After drying in vacuo the crude product was dissolved in 3.5 N NH3 /MeOH (100 ml) and hydrogenated ... The solvent is C(Cl)(Cl)Cl (chloroform). The reactants are FC(C(=O)O)(F)F.N1C[C@@H](CC1)SC1=CC=C(C=C1)O ((R)-4-(pyrrolidin-3-yl-sulfanyl)-phenol trifluoroacetic acid salt), C1(=CC=CC=C1)CCCC=O (4-phenyl-butyraldehyde). RXN SMILES: FC(F)(F)C(O)=O.[NH:8]1[CH2:12][CH2:11][C@@H:10]([S:13][C:14]2[CH:19]=[CH:18][C:17]([OH:20])=[CH:16][CH:15]=2)[CH2:9]1.[C:21]1([CH2:27][CH2:28][CH2:29][CH:30]=O)[CH:26]=[CH:25][CH:24]=[CH:23][CH:22]=1>C(Cl)(Cl)Cl>[C:21]1([CH2:27][CH2:28][CH2:29][CH2:30][N:8]2[CH2:12][CH2:11][C@@H:10]([S:13][C:14]3[CH:19]=[CH:18][C:17]([OH:20])=[CH:16][CH:15]=3)[CH2:9]2)[CH:26]=[CH:25][CH:24]=[CH:23][CH:22]=1 |f:0.1|. Product: C1(=CC=CC=C1)CCCCN1C[C@@H](CC1)SC1=CC=C(C=C1)O ((R)-4-[1-(4-Phenyl-butyl)-pyrrolidin-3-yl-sulfanyl]-phenol). Procedure details: The title compound, MS: m/e=328.3 (M+H+) and [α]D20 +10.15° (c=0.56, chloroform) was prepared from (R)-4-(pyrrolidin-3-yl-sulfanyl)-phenol trifluoroacetic acid salt and 4-phenyl-butyraldehyde. Starting materials: CO, [K+], COC(=O)c1ccccc1Cc1ccc(CN)cc1, [OH-]. Yields the product NCc1ccc(Cc2ccccc2C(=O)O)cc1. Reaction SMILES: [CH3:22][OH:23].[K+:21].[NH2:1][CH2:2][c:3]1[cH:4][cH:5][c:6]([CH2:7][c:8]2[c:9]([C:10](=[O:11])[O:12][CH3:13])[cH:14][cH:15][cH:16][cH:17]2)[cH:18][cH:19]1.[OH-:20]>>[NH2:1][CH2:2][c:3]1[cH:4][cH:5][c:6]([CH2:7][c:8]2[c:9]([C:10](=[O:11])[OH:12])[cH:14][cH:15][cH:16][cH:17]2)[cH:18][cH:19]1.